describe an organic reaction: reactants, conditions, products, and yield From a dataset of the Open Reaction Database (ORD), a public repository of structured organic reaction records. Starting materials: FC(S(=O)(=O)OC1=CC2=C(SC(=C2C(NC)=O)C2=CC=C(C=C2)F)C=C1)(F)F (2-(4-fluorophenyl)-3-(methylcarbamoyl)benzo[b]thiophen-5-yl trifluoromethanesulfonate), B(O)(O)C=1C=C(C(=O)O)C=CC1 (3-boronobenzoic acid), C([O-])([O-])=O.[Cs+].[Cs+] (cesium carbonate), O1CCOCC1 (dioxane), tetrakis(tiphenylphosphine)palladium(0). The solvent is O (water). Reaction conditions: temperature 95 celsius, time 1 hour. The product is FC1=CC=C(C=C1)C1=C(C2=C(S1)C=CC(=C2)C=2C=C(C(=O)O)C=CC2)C(NC)=O (3-(2-(4-fluorophenyl)-3-(methylcarbamoyl)benzo[b]thiophen-5-yl)benzoic acid). Reaction SMILES: FC(F)(F)S(O[C:7]1[CH:26]=[CH:25][C:10]2[S:11][C:12]([C:18]3[CH:23]=[CH:22][C:21]([F:24])=[CH:20][CH:19]=3)=[C:13]([C:14](=[O:17])[NH:15][CH3:16])[C:9]=2[CH:8]=1)(=O)=O.B([C:32]1[CH:33]=[C:34]([CH:38]=[CH:39][CH:40]=1)[C:35]([OH:37])=[O:36])(O)O.C(=O)([O-])[O-].[Cs+].[Cs+].O1CCOCC1>O>[F:24][C:21]1[CH:22]=[CH:23][C:18]([C:12]2[S:11][C:10]3[CH:25]=[CH:26][C:7]([C:32]4[CH:33]=[C:34]([CH:38]=[CH:39][CH:40]=4)[C:35]([OH:37])=[O:36])=[CH:8][C:9]=3[C:13]=2[C:14](=[O:17])[NH:15][CH3:16])=[CH:19][CH:20]=1 |f:2.3.4|. Reported procedure: To a degassed solution containing 2-(4-fluorophenyl)-3-(methylcarbamoyl)benzo[b]thiophen-5-yl trifluoromethanesulfonate (0.32 g, 0.74 mmol), 3-boronobenzoic acid (0.18 g, 1.1 mmol), cesium carbonate (0.36 g, 1.1 mmol), dioxane (6.2 mL) and water (1.2 mL) was added tetrakis(tiphenylphosphine)palladium(0) (0.02 g, 0.016 mmol). The solution was maintained at 95° C. for 90 min. The solution was cooled to room temperature, concentrated and suspended in ethyl acetate (20 mL) with stirring for 1 h. The... Starting materials: CC(=O)O[BH-](OC(C)=O)OC(C)=O, CN1CCCNCC1, CO, Cc1c(F)cc(C(=O)NC2CC2)cc1-c1ccc2c(=O)n(CC3CC3)cc(C=O)c2c1, ClCCl, [Na+]. Product: Cc1c(F)cc(C(=O)NC2CC2)cc1-c1ccc2c(=O)n(CC3CC3)cc(CN3CCCN(C)CC3)c2c1. As a reaction SMILES: [C:40]([O:41][BH-:42]([O:43][C:44](=[O:45])[CH3:46])[O:47][C:48](=[O:49])[CH3:50])(=[O:51])[CH3:52].[CH3:32][N:33]1[CH2:34][CH2:35][NH:36][CH2:37][CH2:38][CH2:39]1.[CH3:54][OH:55].[CH:1]1([NH:4][C:5]([c:6]2[cH:7][c:8](-[c:14]3[cH:15][c:16]4[c:17]([CH:29]=[O:30])[cH:18][n:19]([CH2:25][CH:26]5[CH2:27][CH2:28]5)[c:20](=[O:24])[c:21]4[cH:22][cH:23]3)[c:9]([CH3:13])[c:10]([F:12])[cH:11]2)=[O:31])[CH2:2][CH2:3]1.[Cl:56][CH2:57][Cl:58].[Na+:53]>>[CH:1]1([NH:4][C:5]([c:6]2[cH:7][c:8](-[c:14]3[cH:15][c:16]4[c:17]([CH2:29][N:36]5[CH2:35][CH2:34][N:33]([CH3:32])[CH2:39][CH2:38][CH2:37]5)[cH:18][n:19]([CH2:25][CH:26]5[CH2:27][CH2:28]5)[c:20](=[O:24])[c:21]4[cH:22][cH:23]3)[c:9]([CH3:13])[c:10]([F:12])[cH:11]2)=[O:31])[CH2:2][CH2:3]1. Reactants: C[O-], CO, O=Cc1ccccc1, O=c1c2ccc([N+](=O)[O-])cc2nc2n1CCC2, [Na+]. Yields the product O=c1c2ccc([N+](=O)[O-])cc2nc2n1CCC2=Cc1ccccc1. RXN SMILES: [CH3:26][O-:27].[CH3:29][OH:30].[CH:18](=[O:19])[c:20]1[cH:21][cH:22][cH:23][cH:24][cH:25]1.[N+:1](=[O:2])([O-:3])[c:4]1[cH:5][cH:6][c:7]2[c:8](=[O:17])[n:9]3[c:10]([n:11][c:12]2[cH:13]1)[CH2:14][CH2:15][CH2:16]3.[Na+:28]>>[N+:1](=[O:2])([O-:3])[c:4]1[cH:5][cH:6][c:7]2[c:8](=[O:17])[n:9]3[c:10]([n:11][c:12]2[cH:13]1)[C:14](=[CH:18][c:20]1[cH:21][cH:22][cH:23][cH:24][cH:25]1)[CH2:15][CH2:16]3. The reactants are C(C1=CC=CC=C1)OC(=O)N1CCC(CC1)CCCCCC[C@@H](C(=O)OCC)N[C@H]1COC2=C(N(C1=O)CC(=O)OC(C)(C)C)C=CC=C2 (tert-butyl 3(S)-[7-(1-benzyloxycarbonyl-4-piperidyl)-1(S)-ethoxycarbonylheptyl]amino-4-oxo-2,3,4,5-tetrahydro-1,5-benzoxazepine-5-acetate), Br.C(C)(=O)O (hydrogen bromide acetic acid). The solvent is C(C)OCC (ethyl ether), C(C)(=O)O (acetic acid). Reaction conditions: time 0.5 hour. Yields the product C(=O)(O)[C@H](CCCCCCC1CCNCC1)N[C@H]1COC2=C(N(C1=O)CC(=O)O)C=CC=C2 (3(S)-[1(S)-carboxy-7-(4-piperidyl)heptyl]amino-4-oxo-2,3,4,5-tetrahydro-1,5-benzoxazepine-5-acetic acid). Isolated yield 63.1%. Reaction SMILES: C(OC([N:11]1[CH2:16][CH2:15][CH:14]([CH2:17][CH2:18][CH2:19][CH2:20][CH2:21][CH2:22][C@H:23]([NH:29][C@@H:30]2[C:36](=[O:37])[N:35]([CH2:38][C:39]([O:41]C(C)(C)C)=[O:40])[C:34]3[CH:46]=[CH:47][CH:48]=[CH:49][C:33]=3[O:32][CH2:31]2)[C:24]([O:26]CC)=[O:25])[CH2:13][CH2:12]1)=O)C1C=CC=CC=1.Br.C(O)(=O)C>C(O)(=O)C.C(OCC)C>[C:24]([C@@H:23]([NH:29][C@@H:30]1[C:36](=[O:37])[N:35]([CH2:38][C:39]([OH:41])=[O:40])[C:34]2[CH:46]=[CH:47][CH:48]=[CH:49][C:33]=2[O:32][CH2:31]1)[CH2:22][CH2:21][CH2:20][CH2:19][CH2:18][CH2:17][CH:14]1[CH2:15][CH2:16][NH:11][CH2:12][CH2:13]1)([OH:26])=[O:25] |f:1.2|. Reported procedure: To a solution of tert-butyl 3(S)-[7-(1-benzyloxycarbonyl-4-piperidyl)-1(S)-ethoxycarbonylheptyl]amino-4-oxo-2,3,4,5-tetrahydro-1,5-benzoxazepine-5-acetate (0.35 g) in acetic acid (1.5 ml) is added 30% hydrogen bromide-acetic acid solution (1.5 ml). The resulting mixture is allowed to stand for 0.5 hour at room temperature and then diluted with ethyl ether (100 ml). The supernatant layer is removed by decantation and the precipitate is dissolved in 1N sodium hydroxide solution (10 ml). The soluti... The reactants are N=C1SC=C(N1)CC(=O)N[C@H]1[C@@H]2N(C(=C(CS2)CO)C(=O)O)C1=O (7β-[2-(2-imino-4-thiazolin-4-yl)acetamido]-3-hydroxymethyl-3-cephem-4-carboxylic acid), C=C1CC(=O)O1 (diketene). The product is N=C1SC=C(N1)CC(=O)N[C@H]1[C@@H]2N(C(=C(CS2)COC(CC(C)=O)=O)C(=O)O)C1=O (7β-[2-(2-imino-4-thiazolin-4-yl)-acetamido]-3-(3-oxobutyryloxy)methyl-3-cephem-4-carboxylic acid). Reaction SMILES: [NH:1]=[C:2]1[NH:6][C:5]([CH2:7][C:8]([NH:10][C@@H:11]2[C:23](=[O:24])[N:13]3[C:14]([C:20]([OH:22])=[O:21])=[C:15]([CH2:18][OH:19])[CH2:16][S:17][C@H:12]23)=[O:9])=[CH:4][S:3]1.[CH2:25]=[C:26]1[O:30][C:28](=[O:29])[CH2:27]1>>[NH:1]=[C:2]1[NH:6][C:5]([CH2:7][C:8]([NH:10][C@@H:11]2[C:23](=[O:24])[N:13]3[C:14]([C:20]([OH:22])=[O:21])=[C:15]([CH2:18][O:19][C:28](=[O:29])[CH2:27][C:26](=[O:30])[CH3:25])[CH2:16][S:17][C@H:12]23)=[O:9])=[CH:4][S:3]1. Reported procedure: A process as claimed in claim 17, wherein 7β-[2-(2-imino-4-thiazolin-4-yl)acetamido]-3-hydroxymethyl-3-cephem-4-carboxylic acid or its salt is reacted with diketene to produce 7β-[2-(2-imino-4-thiazolin-4-yl)-acetamido]-3-(3-oxobutyryloxy)methyl-3-cephem-4-carboxylic acid or its salt. Reactants: COC(=O)c1ccc(OC2=C3N=C4CCCCC4=C3C(Cc3ccc(C)cc3)C=C2)o1, CCCCCC, ClCCl. Yields the product Cc1ccc(CC2C=CC(Oc3ccc(C(=O)O)o3)=C3N=C4CCCCC4=C32)cc1. RXN SMILES: [CH3:1][O:2][C:3](=[O:4])[c:5]1[o:6][c:7]([O:10][C:11]2=[C:19]3[C:15](=[C:16]4[C:17](=[N:18]3)[CH2:20][CH2:21][CH2:22][CH2:23]4)[CH:14]([CH2:24][c:25]3[cH:26][cH:27][c:28]([CH3:31])[cH:29][cH:30]3)[CH:13]=[CH:12]2)[cH:8][cH:9]1.[CH3:32][CH2:33][CH2:34][CH2:35][CH2:36][CH3:37].[Cl:38][CH2:39][Cl:40]>>[O:2]=[C:3]([OH:4])[c:5]1[o:6][c:7]([O:10][C:11]2=[C:19]3[C:15](=[C:16]4[C:17](=[N:18]3)[CH2:20][CH2:21][CH2:22][CH2:23]4)[CH:14]([CH2:24][c:25]3[cH:26][cH:27][c:28]([CH3:31])[cH:29][cH:30]3)[CH:13]=[CH:12]2)[cH:8][cH:9]1. The reactants are BrCC1CC1, O=C([O-])[O-], CCOC(C)=O, [K+], [K+], CN(C)C=O, O=[N+]([O-])c1ccc(O)cc1. Product: O=[N+]([O-])c1ccc(OCC2CC2)cc1. RXN SMILES: [Br:17][CH2:18][CH:19]1[CH2:20][CH2:21]1.[C:11](=[O:12])([O-:13])[O-:14].[CH3:27][CH2:28][O:29][C:30](=[O:31])[CH3:32].[K+:15].[K+:16].[O:22]=[CH:23][N:24]([CH3:25])[CH3:26].[OH:1][c:2]1[cH:3][cH:4][c:5]([N+:8]([O-:9])=[O:10])[cH:6][cH:7]1>>[O:1]([c:2]1[cH:3][cH:4][c:5]([N+:8]([O-:9])=[O:10])[cH:6][cH:7]1)[CH2:18][CH:19]1[CH2:20][CH2:21]1. The reactants are C(C)(C)(C)C=1C=C2CN(C(C2=CC1)=O)C1=C(C(=CC=C1)C1=NN(C(C(=C1)NC1=NN(C=C1)CC)=O)C)CO (5-tert-Butyl-2-(3-(5-(1-ethyl-1H-pyrazol-3-ylamino)-1-methyl-6-oxo-1,6-dihydropyridazin-3-yl)-2-(hydroxymethyl)phenyl)isoindolin-1-one), ClC=1C=C(C(N(N1)C)=O)NC1=NC=NC=C1 (6-Chloro-2-methyl-4-(pyrimidin-4-ylamino)pyridazin-3(2H)-one), C(C)(=O)OCC1=C(C=CC=C1B1OC(C(O1)(C)C)(C)C)N1C(C2=CC=C(C=C2C1)C(C)(C)C)=O (2-(5-tert-Butyl-1-oxoisoindolin-2-yl)-6-(4,4,5,5-tetramethyl-1,3,2-dioxaborolan-2-yl)benzyl Acetate). The product is C(C)(C)(C)C=1C=C2CN(C(C2=CC1)=O)C1=C(C(=CC=C1)C1=NN(C(C(=C1)NC1=NC=NC=C1)=O)C)CO (5-tert-Butyl-2-(2-(hydroxymethyl)-3-(1-methyl-6-oxo-5-(pyrimidin-4-ylamino)-1,6-dihydropyridazin-3-yl)phenyl)isoindolin-1-one). The yield is 49.0%. Reaction SMILES: [C:1]([C:5]1[CH:6]=[C:7]2[C:11](=[CH:12][CH:13]=1)[C:10](=[O:14])[N:9]([C:15]1[CH:20]=[CH:19][CH:18]=[C:17]([C:21]3[CH:26]=[C:25]([NH:27][C:28]4[CH:32]=[CH:31][N:30]([CH2:33]C)[N:29]=4)[C:24](=[O:35])[N:23]([CH3:36])[N:22]=3)[C:16]=1[CH2:37][OH:38])[CH2:8]2)([CH3:4])([CH3:3])[CH3:2].ClC1C=C(NC2C=CN=CN=2)C(=O)N(C)N=1.C(OCC1C(B2OC(C)(C)C(C)(C)O2)=CC=CC=1N1CC2C(=CC=C(C(C)(C)C)C=2)C1=O)(=O)C>>[C:1]([C:5]1[CH:6]=[C:7]2[C:11](=[CH:12][CH:13]=1)[C:10](=[O:14])[N:9]([C:15]1[CH:20]=[CH:19][CH:18]=[C:17]([C:21]3[CH:26]=[C:25]([NH:27][C:28]4[CH:32]=[CH:31][N:30]=[CH:33][N:29]=4)[C:24](=[O:35])[N:23]([CH3:36])[N:22]=3)[C:16]=1[CH2:37][OH:38])[CH2:8]2)([CH3:3])([CH3:4])[CH3:2]. Procedure: Using the same general procedure as described for the preparation of 102, reaction of 103b (192 mg, 0.810 mmol) with 102f (413 mg, 0.891 mmol) afforded 103 in 49% yield (196 mg) as an amorphous off-white solid: mp 236-238° C.; 1H NMR (500 MHz, DMSO-d6) δ 9.87 (s, 1H), 8.81 (s, 1H), 8.68 (s, 1H), 8.49 (d, J=6.0 Hz, 1H), 7.73 (d, J=8.0 Hz, 2H), 7.62 (dd, J=8.0, 1.5 Hz, 1H), 7.55-7.53 (m, 3H), 7.52-7.47 (m, 1H), 4.93 (s, 2H), 4.73 (t, J=5.0 Hz, 1H), 4.42 (d, J=5.5 Hz, 2H), 3.80 (s, 3H), 1.36 (s, 9H... Starting materials: COc1ccc2sc(-c3ccc(OCCN4CCCC4)cc3)cc2c1, O=C(Cl)c1ccc(F)cc1. Yields the product COc1ccc2sc(-c3ccc(OCCN4CCCC4)cc3)c(C(=O)c3ccc(F)cc3)c2c1. RXN SMILES: [CH3:1][O:2][c:3]1[cH:4][c:5]2[c:6]([s:7][c:8](-[c:10]3[cH:11][cH:12][c:13]([O:16][CH2:17][CH2:18][N:19]4[CH2:20][CH2:21][CH2:22][CH2:23]4)[cH:14][cH:15]3)[cH:9]2)[cH:24][cH:25]1.[F:26][c:27]1[cH:28][cH:29][c:30]([C:31](=[O:32])[Cl:33])[cH:34][cH:35]1>>[CH3:1][O:2][c:3]1[cH:4][c:5]2[c:6]([s:7][c:8](-[c:10]3[cH:11][cH:12][c:13]([O:16][CH2:17][CH2:18][N:19]4[CH2:20][CH2:21][CH2:22][CH2:23]4)[cH:14][cH:15]3)[c:9]2[C:31]([c:30]2[cH:29][cH:28][c:27]([F:26])[cH:35][cH:34]2)=[O:32])[cH:24][cH:25]1. Run in CCO (EtOH). As a reaction SMILES: C([O:3][C:4](=[O:13])[CH2:5][C@@H:6]([C:11]#[CH:12])[NH:7][C:8](=[O:10])[CH3:9])C.[OH-].[Na+]>CCO>[C:8]([NH:7][C@H:6]([C:11]#[CH:12])[CH2:5][C:4]([OH:13])=[O:3])(=[O:10])[CH3:9] |f:1.2|. Procedure details: To a solution of 11-13 (70 mg, 0.1589 mmol) in EtOH (1 mL) was added 1N NaOH (0.175 ml, 0.164 mmol). After stirring for 1 h, the solvents were evaporated and the residue was chromatographed (silica gel, 25:10:1:1 to 15:10:1:1 ethyl acetate/EtOH/water/NH4OH to give 11-14 as a colorless foam. Run at time 1 hour. Reactants: C(C)OC(C[C@H](NC(C)=O)C#C)=O (acetyl-3(S)-ethynyl-β-alanine ethyl ester), [OH-].[Na+] (NaOH). The product is C(C)(=O)N[C@@H](CC(=O)O)C#C (acetyl-3(S)-ethynyl-β-alanine).